Dataset: the Open Reaction Database (ORD), a public repository of structured organic reaction records. Task: describe an organic reaction: reactants, conditions, products, and yield Reactants: Cl (hydrochloric acid), COC1=C(C=C(C=C1)CCCC(=O)O)C1=C(C=CC(=C1)CCCC(=O)O)OC (2,2'-dimethoxy-5,5'-bis (3-carboxypropyl) biphenyl), ice water. Solvent: N1=CC=CC=C1 (pyridine). Conditions: temperature 180 celsius, time 8 hour. Product: OC1=C(C=C(C=C1)CCCC(=O)O)C1=C(C=CC(=C1)CCCC(=O)O)O (2,2'-dihydroxy-5,5'-bis (3-carboxypropyl) biphenyl). Yield: 90.8%. RXN SMILES: Cl.C[O:3][C:4]1[CH:9]=[CH:8][C:7]([CH2:10][CH2:11][CH2:12][C:13]([OH:15])=[O:14])=[CH:6][C:5]=1[C:16]1[CH:21]=[C:20]([CH2:22][CH2:23][CH2:24][C:25]([OH:27])=[O:26])[CH:19]=[CH:18][C:17]=1[O:28]C>N1C=CC=CC=1>[OH:3][C:4]1[CH:9]=[CH:8][C:7]([CH2:10][CH2:11][CH2:12][C:13]([OH:15])=[O:14])=[CH:6][C:5]=1[C:16]1[CH:21]=[C:20]([CH2:22][CH2:23][CH2:24][C:25]([OH:27])=[O:26])[CH:19]=[CH:18][C:17]=1[OH:28]. Procedure details: A mixture of pyridine (30 ml) and conc. hydrochloric acid (30 ml) was heated at about 180° C. for 30 mins. A known compound, 2,2'-dimethoxy-5,5'-bis (3-carboxypropyl) biphenyl (1.2 g) was added thereto and the mixture was heated at about 180° C. with stirring overnight. Upon cooling, the reaction mixture was poured into ice water and the mixture was extracted with ethyl acetate under acidic conditions with hydrochloric acid. The ethyl acetate layer was washed with aqueous saturated sodium chlori... Yields the product COc1ccc(-c2ccc(OC3SCC(OC(C)=O)C(OC(C)=O)C3OC(C)=O)cn2)cn1. RXN SMILES: [C:1]([CH3:2])(=[O:3])[O:4][CH:5]1[CH:6]([O:7][c:8]2[cH:9][n:10][c:11]([Br:14])[cH:12][cH:13]2)[S:15][CH2:16][CH:17]([O:23][C:24]([CH3:25])=[O:26])[CH:18]1[O:19][C:20]([CH3:21])=[O:22].[CH3:27][O:28][c:29]1[cH:30][cH:31][c:32]([B:35]([OH:36])[OH:37])[cH:33][n:34]1>>[C:1]([CH3:2])(=[O:3])[O:4][CH:5]1[CH:6]([O:7][c:8]2[cH:9][n:10][c:11](-[c:32]3[cH:31][cH:30][c:29]([O:28][CH3:27])[n:34][cH:33]3)[cH:12][cH:13]2)[S:15][CH2:16][CH:17]([O:23][C:24]([CH3:25])=[O:26])[CH:18]1[O:19][C:20]([CH3:21])=[O:22]. Reactants: CC(=O)OC1CSC(Oc2ccc(Br)nc2)C(OC(C)=O)C1OC(C)=O, COc1ccc(B(O)O)cn1. Starting materials: [OH-].[Na+] (NaOH), C(C)(C)(C)OC(=O)NCC1=CC=C(C=C1)CCC(=O)C1C(NCC1NC(=O)OCC#CCOC(=O)NC1C(C(NC1)C(=O)OC)C(CCC1=CC=C(C=C1)CNC(=O)OC(C)(C)C)=O)C(=O)OC (1,4-bis-{N-[3-(4-tert-butyloxycarbonylaminomethylphenylpropionyl)-2-methoxycarbonylpyrrolidin-4-yl]aminocarbonyloxy}2-butyne), KHSO3. Run in C(C)O (ethanol). Conditions: time 1 hour. Product: C(C)(C)(C)OC(=O)NCC1=CC=C(C=C1)CCC(=O)C1C(NCC1NC(=O)OCC#CCOC(=O)NC1C(C(NC1)C(=O)O)C(CCC1=CC=C(C=C1)CNC(=O)OC(C)(C)C)=O)C(=O)O (1,4-Bis-{N-[3-(4-tert-butyloxycarbonylaminomethylphenylpropionyl)-2-carboxypyrrolidin-4-yl]aminocarbonyloxy}-2-butyne). Isolated yield 25.9%. Reaction SMILES: [OH-].[Na+].[C:3]([O:7][C:8]([NH:10][CH2:11][C:12]1[CH:17]=[CH:16][C:15]([CH2:18][CH2:19][C:20]([CH:22]2[CH:26]([NH:27][C:28]([O:30][CH2:31][C:32]#[C:33][CH2:34][O:35][C:36]([NH:38][CH:39]3[CH2:43][NH:42][CH:41]([C:44]([O:46]C)=[O:45])[CH:40]3[C:48](=[O:66])[CH2:49][CH2:50][C:51]3[CH:56]=[CH:55][C:54]([CH2:57][NH:58][C:59]([O:61][C:62]([CH3:65])([CH3:64])[CH3:63])=[O:60])=[CH:53][CH:52]=3)=[O:37])=[O:29])[CH2:25][NH:24][CH:23]2[C:67]([O:69]C)=[O:68])=[O:21])=[CH:14][CH:13]=1)=[O:9])([CH3:6])([CH3:5])[CH3:4]>C(O)C>[C:62]([O:61][C:59]([NH:58][CH2:57][C:54]1[CH:53]=[CH:52][C:51]([CH2:50][CH2:49][C:48]([CH:40]2[CH:39]([NH:38][C:36]([O:35][CH2:34][C:33]#[C:32][CH2:31][O:30][C:28]([NH:27][CH:26]3[CH2:25][NH:24][CH:23]([C:67]([OH:69])=[O:68])[CH:22]3[C:20](=[O:21])[CH2:19][CH2:18][C:15]3[CH:16]=[CH:17][C:12]([CH2:11][NH:10][C:8]([O:7][C:3]([CH3:5])([CH3:4])[CH3:6])=[O:9])=[CH:13][CH:14]=3)=[O:29])=[O:37])[CH2:43][NH:42][CH:41]2[C:44]([OH:46])=[O:45])=[O:66])=[CH:56][CH:55]=1)=[O:60])([CH3:63])([CH3:64])[CH3:65] |f:0.1|. Reported procedure: A 5 N aqueous NaOH solution (2 ml) is added dropwise to a suspension of 1,4-bis-{N-[3-(4-tert-butyloxycarbonylaminomethylphenylpropionyl)-2-methoxycarbonylpyrrolidin-4-yl]aminocarbonyloxy}2-butyne (A2, 0.6 g, 0.63 mmol) in ethanol (6 ml), and the mixture is stirred at RT for 1 h. The reaction mixture is adjusted to pH 3 with a 20% aqueous KHSO3 solution and extracted with CH2Cl2 (50 ml). The organic phase is then dried over MgSO4, filtered and concentrated in vacuo. The title compound (0.15 g) i... The reactants are ClC1=C(C=CC(=C1)Cl)C=1N2C(OC1C)=C(C(=N2)C)NC(CC)=O (N-(3-(2,4-Dichlorophenyl)-2,6-dimethylpyrazolo[5,1-b]oxazol-7-yl) propionamide), [H-].[Na+] (NaH), ICCC (1-Iodopropane). The solvent is CN(C)C=O (DMF). Run at time 10 minute. Yields the product ClC1=C(C=CC(=C1)Cl)C=1N2C(OC1C)=C(C(=N2)C)N(C(CC)=O)CCC (N-[3-(2,4-Dichloro-phenyl)-2,6-dimethyl-pyrazolo[5,1-b]oxazol-7-yl]-N-propyl-propionamide). RXN SMILES: [Cl:1][C:2]1[CH:7]=[C:6]([Cl:8])[CH:5]=[CH:4][C:3]=1[C:9]1[N:10]2[N:17]=[C:16]([CH3:18])[C:15]([NH:19][C:20](=[O:23])[CH2:21][CH3:22])=[C:11]2[O:12][C:13]=1[CH3:14].[H-].[Na+].I[CH2:27][CH2:28][CH3:29]>CN(C=O)C>[Cl:1][C:2]1[CH:7]=[C:6]([Cl:8])[CH:5]=[CH:4][C:3]=1[C:9]1[N:10]2[N:17]=[C:16]([CH3:18])[C:15]([N:19]([CH2:27][CH2:28][CH3:29])[C:20](=[O:23])[CH2:21][CH3:22])=[C:11]2[O:12][C:13]=1[CH3:14] |f:1.2|. Procedure: N-(3-(2,4-Dichlorophenyl)-2,6-dimethylpyrazolo[5,1-b]oxazol-7-yl) propionamide (634 mg, 1.800 mmol) is suspended in dry DMF (20 ml) and treated with NaH (60% in oil) (86 mg, 2.160 mmol) under N2 at RT. The mixture is stirred at RT for 10 minutes before cooling to 0° C. in an ice bath. 1-Iodopropane (0.263 ml, 2.70 mmol) is added dropwise and the reaction mixture is stirred at 0° C. for 1 hr. The solvent is removed in vacuo and the resulting residue is dissolved in EtOAc and washed with 1M NaOH, ... Starting materials: C(C)(C)(C)OC(=O)N1CCNCC1 (1-tert-butyloxycarbonyl-piperazine), BrCCC#N (3-bromopropionitrile). The product is N1(CCNCC1)CCC#N (3-Piperazin-1-yl-propionitrile). Reaction SMILES: C(O[C:6]([N:8]1[CH2:13][CH2:12][NH:11][CH2:10][CH2:9]1)=O)(C)(C)C.BrC[CH2:16][C:17]#[N:18]>>[N:8]1([CH2:6][CH2:16][C:17]#[N:18])[CH2:9][CH2:10][NH:11][CH2:12][CH2:13]1. Procedure details: The title compound was prepared from 1-tert-butyloxycarbonyl-piperazine and 3-bromopropionitrile in an analogous manner as described in example 21. Starting materials: CCCc1nc(CC)n(-c2ccc(OC3CCCC(O)C3)cc2)c(=O)c1Cc1ccc(-c2ccccc2-c2noc(=O)[nH]2)cc1, CCOC(C)=O, ClCCl. The product is CCCc1nc(CC)n(-c2ccc(OC3CCCC(=O)C3)cc2)c(=O)c1Cc1ccc(-c2ccccc2-c2noc(=O)[nH]2)cc1. Reaction SMILES: [CH2:1]([CH3:2])[c:3]1[n:4][c:5]([CH2:43][CH2:44][CH3:45])[c:6]([CH2:24][c:25]2[cH:26][cH:27][c:28](-[c:31]3[c:32](-[c:37]4[n:38][o:39][c:40](=[O:42])[nH:41]4)[cH:33][cH:34][cH:35][cH:36]3)[cH:29][cH:30]2)[c:7](=[O:23])[n:8]1-[c:9]1[cH:10][cH:11][c:12]([O:15][CH:16]2[CH2:17][CH:18]([OH:22])[CH2:19][CH2:20][CH2:21]2)[cH:13][cH:14]1.[CH3:49][CH2:50][O:51][C:52](=[O:53])[CH3:54].[Cl:46][CH2:47][Cl:48]>>[CH2:1]([CH3:2])[c:3]1[n:4][c:5]([CH2:43][CH2:44][CH3:45])[c:6]([CH2:24][c:25]2[cH:26][cH:27][c:28](-[c:31]3[c:32](-[c:37]4[n:38][o:39][c:40](=[O:42])[nH:41]4)[cH:33][cH:34][cH:35][cH:36]3)[cH:29][cH:30]2)[c:7](=[O:23])[n:8]1-[c:9]1[cH:10][cH:11][c:12]([O:15][CH:16]2[CH2:17][C:18](=[O:22])[CH2:19][CH2:20][CH2:21]2)[cH:13][cH:14]1. The reactants are NC1=NNC2=NC=NC(=C21)NC2=CC(=CC=C2)Cl (3-amino-4-(3-chloro-phenyl-amino)-1 H-pyrazolo[3,4-d]pyrimidine), C(C)(=O)O (acetic acid), N1=CC=C(C=C1)C=O (pyridine-4-carbaldehyde). Run in CO (methanol). Yields the product ClC=1C=C(C=CC1)NC1=C2C(=NC=N1)NN=C2N=CC2=CC=NC=C2 (4-(3-chloro-phenylamino)-3-[(pyrid-4-yl)-methyleneamino]-1H-pyrazolo[3,4-d]pyrimidine). RXN SMILES: [NH2:1][C:2]1[C:10]2[C:5](=[N:6][CH:7]=[N:8][C:9]=2[NH:11][C:12]2[CH:17]=[CH:16][CH:15]=[C:14]([Cl:18])[CH:13]=2)[NH:4][N:3]=1.C(O)(=O)C.[N:23]1[CH:28]=[CH:27][C:26]([CH:29]=O)=[CH:25][CH:24]=1>CO>[Cl:18][C:14]1[CH:13]=[C:12]([NH:11][C:9]2[N:8]=[CH:7][N:6]=[C:5]3[NH:4][N:3]=[C:2]([N:1]=[CH:29][C:26]4[CH:27]=[CH:28][N:23]=[CH:24][CH:25]=4)[C:10]=23)[CH:17]=[CH:16][CH:15]=1. Procedure details: Analogously to Step 32.1, 261 mg (1.00 mmol) of 3-amino-4-(3-chloro-phenyl-amino)-1 H-pyrazolo[3,4-d]pyrimidine (see Step 1.6) and 180 mg of acetic acid are dissolved in 26 ml of methanol and reacted with 161 mg (1.5 mmol) of pyridine-4-carbaldehyde to form 4-(3-chloro-phenylamino)-3-[(pyrid-4-yl)-methyleneamino]-1H-pyrazolo[3,4-d]pyrimidine. Reduction of the above intermediate in 25 ml of DMEU with 8 ml (8 mmol) of DIBAL-H analogously to Example 32 and analogous working-up yield 4-(3-chlorophen... The reactants are ClC1=NC=NC(=C1C(CC(=O)OC)C)Cl (methyl 3-(4,6-dichloropyrimidin-5-yl)butanoate), N (ammonia). Run in C(C)(C)O (isopropanol). Reaction conditions: temperature 60 celsius, time 42.5 hour. The product is ClC=1C2=C(N=CN1)NC(CC2C)=O (4-Chloro-5-methyl-5,6-dihydropyrido[2,3-d]pyrimidin-7(8H)-one). RXN SMILES: [Cl:1][C:2]1[C:7]([CH:8]([CH3:14])[CH2:9][C:10](OC)=[O:11])=[C:6](Cl)[N:5]=[CH:4][N:3]=1.[NH3:16]>C(O)(C)C>[Cl:1][C:2]1[C:7]2[CH:8]([CH3:14])[CH2:9][C:10](=[O:11])[NH:16][C:6]=2[N:5]=[CH:4][N:3]=1. Procedure details: Azeoptropically dry a solution as prepared in (b) containing methyl 3-(4,6-dichloropyrimidin-5-yl)butanoate (500 g, 2 mol) and add to a solution of ammonia gas (408 g) in isopropanol (6 L). Heat the mixture to 58-62° C. and stir for 40-45 h. Cool the mixture to 20-25° C. and concentrate until the pH of the mixture is ≦9. Add water (3.75